From a dataset of the Open Reaction Database (ORD), a public repository of structured organic reaction records. describe an organic reaction: reactants, conditions, products, and yield Solvent: CN(C=O)C (N,N-dimethylformamide). Yield: 53.7%. Reactants: OC=1C(=C(C=CC1)C)[N+](=O)[O-] (3-hydroxy-2-nitrotoluene), CS(=O)(=O)OCC(F)(F)F (2,2,2-trifluoroethyl methanesulfonate), C([O-])([O-])=O.[K+].[K+] (potassium carbonate). Yields the product [N+](=O)([O-])C1=C(C=CC=C1OCC(F)(F)F)C (2-Nitro-3-(2,2,2-Trifluoroethyl)oxytoluene). Reaction conditions: temperature 80 celsius, time 4 hour. As a reaction SMILES: [OH:1][C:2]1[C:3]([N+:9]([O-:11])=[O:10])=[C:4]([CH3:8])[CH:5]=[CH:6][CH:7]=1.CS(O[CH2:17][C:18]([F:21])([F:20])[F:19])(=O)=O.C(=O)([O-])[O-].[K+].[K+]>CN(C)C=O>[N+:9]([C:3]1[C:2]([O:1][CH2:17][C:18]([F:21])([F:20])[F:19])=[CH:7][CH:6]=[CH:5][C:4]=1[CH3:8])([O-:11])=[O:10] |f:2.3.4|. Reported procedure: A mixture of 3-hydroxy-2-nitrotoluene (5 g), 2,2,2-trifluoroethyl methanesulfonate (8.7 g), anhydrous potassium carbonate (9 g) and N,N-dimethylformamide (40 ml) was heated, with stirring, on an oil bath at 80° C. for 4 hours, and then at 100° C. for 4 hours. The reaction solution was extracted with ethyl acetate-water. The organic layer was washed with water, followed by a dilute aqueous potassium carbonate solution and then saturated aqueous sodium chloride solution, and dried over anhydrous m...